This data is from the Open Reaction Database (ORD), a public repository of structured organic reaction records. The task is: describe an organic reaction: reactants, conditions, products, and yield Reactants: IC1=CC(=C(C=C1N1C=CC=C1)N)[N+](=O)[O-] (4-iodo-2-nitro-5-pyrrol-1-yl-phenylamine), CC1(OC(C=C(O1)C=1C=C(C#N)C=CC1)=O)C (3-(2,2-dimethyl-6-oxo-6H-[1,3]dioxin-4-yl)-benzonitrile). Yields the product C(#N)C=1C=C(C=CC1)C(CC(=O)NC1=C(C=C(C(=C1)N1C=CC=C1)I)[N+](=O)[O-])=O (3-(3-Cyano-phenyl)-N-(4-iodo-2-nitro-5-pyrrol-1-yl-phenyl)-3-oxo-propionamide), solid. RXN SMILES: [I:1][C:2]1[C:7]([N:8]2[CH:12]=[CH:11][CH:10]=[CH:9]2)=[CH:6][C:5]([NH2:13])=[C:4]([N+:14]([O-:16])=[O:15])[CH:3]=1.CC1(C)[O:23][C:22]([C:24]2[CH:25]=[C:26]([CH:29]=[CH:30][CH:31]=2)[C:27]#[N:28])=[CH:21][C:20](=O)[O:19]1>>[C:27]([C:26]1[CH:25]=[C:24]([C:22](=[O:23])[CH2:21][C:20]([NH:13][C:5]2[CH:6]=[C:7]([N:8]3[CH:12]=[CH:11][CH:10]=[CH:9]3)[C:2]([I:1])=[CH:3][C:4]=2[N+:14]([O-:16])=[O:15])=[O:19])[CH:31]=[CH:30][CH:29]=1)#[N:28]. Reported procedure: The title compound was prepared from 4-iodo-2-nitro-5-pyrrol-1-yl-phenylamine (Example F2) (329 mg, 1.0 mmol) and 3-(2,2-dimethyl-6-oxo-6H-[1,3]dioxin-4-yl)-benzonitrile (Example L1) (252 mg, 1.1 mmol) according to the general procedure M. Obtained as a yellow solid (436 mg). Starting materials: C1CCNC1, CCOCC, CO, CC(=O)O, CC1=CC=CC1, CC(C)=O, O. Product: CC1=CC(=C(C)C)C=C1. Reaction SMILES: [CH2:13]1[CH2:14][NH:15][CH2:16][CH2:17]1.[CH3:18][CH2:19][O:20][CH2:21][CH3:22].[CH3:1][OH:2].[CH3:24][C:25](=[O:26])[OH:27].[CH3:3][C:4]1=[CH:5][CH:6]=[CH:7][CH2:8]1.[CH3:9][C:10]([CH3:11])=[O:12].[OH2:23]>>[CH3:3][C:4]1=[CH:5][C:6](=[C:10]([CH3:9])[CH3:11])[CH:7]=[CH:8]1. Starting materials: [Cl-].[Al+3].[Cl-].[Cl-] (aluminium chloride), FC(C=1C=C(C(=O)NCCC=2C=CC=C3C=CC(=CC23)S(=O)(=O)CCC(=O)Cl)C=CC1)(F)F ([8-(2-{[3-(Trifluoromethyl)benzoyl]amino}ethyl)-2-naphthyl]sulphonylpropanoyl chloride), ice, Cl (HCl). The solvent is solvent, ClC(C(Cl)Cl)Cl (1,1,2,2-tetrachloroethane). Reaction conditions: temperature 60 celsius, time 1 hour. Yields the product O=C1CCSC=2C=CC3=C(C12)C(=CC=C3)CCNC(C3=CC(=CC=C3)C(F)(F)F)=O (N-[2-(1-Oxo-2,3-dihydro-1H-benzo[f]thiochromen-10-yl)ethyl]-3-(trifluoromethyl)benzamide). RXN SMILES: [F:1][C:2]([F:33])([F:32])[C:3]1[CH:4]=[C:5]([CH:29]=[CH:30][CH:31]=1)[C:6]([NH:8][CH2:9][CH2:10][C:11]1[CH:12]=[CH:13][CH:14]=[C:15]2[C:20]=1[CH:19]=[C:18]([S:21]([CH2:24][CH2:25][C:26](Cl)=[O:27])(=O)=O)[CH:17]=[CH:16]2)=[O:7].[Cl-].[Al+3].[Cl-].[Cl-].Cl>ClC(Cl)C(Cl)Cl>[O:27]=[C:26]1[C:19]2[C:20]3[C:11]([CH2:10][CH2:9][NH:8][C:6](=[O:7])[C:5]4[CH:29]=[CH:30][CH:31]=[C:3]([C:2]([F:33])([F:32])[F:1])[CH:4]=4)=[CH:12][CH:13]=[CH:14][C:15]=3[CH:16]=[CH:17][C:18]=2[S:21][CH2:24][CH2:25]1 |f:1.2.3.4|. Procedure details: The product obtained in Step C (3 mmol), dissolved in 1,1,2,2-tetrachloroethane (30 ml), is poured dropwise into a solution of aluminium chloride (10 mmol) in the same solvent (20 ml) under nitrogen. The reaction mixture is heated at 60° C., with stirring, until the reaction has ceased. The solution is then poured into a mixture of ice (10 g) and concentrated HCl (0.3 ml) and stirring is carried out for one hour. The aqueous phase is extracted with chloroform (twice); the combined organic phases... The reactants are C(C)(C)(C)C=1C=C2CC[C@H](C2=CC1)NC(=O)NC1=C2C=NNC2=CC=C1 (N-[(1R)-5-tert-butyl-2,3-dihydro-1H-inden-1-yl]-N′-1H-indazol-4-ylurea), [H-].[Na+] (NaH), O (H2O), CN1CCN(CC1)C(=O)Cl (4-methylpiperazine carbonyl chloride). Run in CN(C=O)C (N,N-dimethylformamide). Conditions: time 15 minute. Yields the product C(C)(C)(C)C=1C=C2CC[C@H](C2=CC1)NC(=O)NC1=C2C=NN(C2=CC=C1)C(=O)N1CCN(CC1)C (N-[(1R)-5-tert-butyl-2,3-dihydro-1H-inden-1-yl]-N′-{1-[(4-methylpiperazin-1-yl)carbonyl]-1H-indazol-4-yl}urea). Reaction SMILES: [C:1]([C:5]1[CH:6]=[C:7]2[C:11](=[CH:12][CH:13]=1)[C@H:10]([NH:14][C:15]([NH:17][C:18]1[CH:26]=[CH:25][CH:24]=[C:23]3[C:19]=1[CH:20]=[N:21][NH:22]3)=[O:16])[CH2:9][CH2:8]2)([CH3:4])([CH3:3])[CH3:2].[H-].[Na+].[CH3:29][N:30]1[CH2:35][CH2:34][N:33]([C:36](Cl)=[O:37])[CH2:32][CH2:31]1.O>CN(C)C=O>[C:1]([C:5]1[CH:6]=[C:7]2[C:11](=[CH:12][CH:13]=1)[C@H:10]([NH:14][C:15]([NH:17][C:18]1[CH:26]=[CH:25][CH:24]=[C:23]3[C:19]=1[CH:20]=[N:21][N:22]3[C:36]([N:33]1[CH2:34][CH2:35][N:30]([CH3:29])[CH2:31][CH2:32]1)=[O:37])=[O:16])[CH2:9][CH2:8]2)([CH3:4])([CH3:2])[CH3:3] |f:1.2|. Procedure details: A solution of the product from Example 56J (240 mg, 0.69 mmol) in N,N-dimethylformamide (5 mL) was treated with 60% NaH (45 mg, 1.13 mmol) and stirred at room temperature for 15 min. 4-methylpiperazine carbonyl chloride (1.64 mmol) was then added, and the reaction mixture was stirred overnight at 80° C. It was then cooled to room temperature and poured into H2O, and the resulting precipitate was collected by filtration. Chromatography on silica gel (eluted with 97:3 CH2Cl2-methanol) afforded the... Reactants: C1CCNCC1, NC(=O)c1cc(F)c(Cl)nc1Nc1ccc(F)cc1, ClCCl. Product: NC(=O)c1cc(F)c(N2CCCCC2)nc1Nc1ccc(F)cc1. As a reaction SMILES: [CH2:20]1[CH2:21][CH2:22][NH:23][CH2:24][CH2:25]1.[Cl:1][c:2]1[n:3][c:4]([NH:12][c:13]2[cH:14][cH:15][c:16]([F:19])[cH:17][cH:18]2)[c:5]([C:6](=[O:7])[NH2:8])[cH:9][c:10]1[F:11].[Cl:26][CH2:27][Cl:28]>>[c:2]1([N:23]2[CH2:22][CH2:21][CH2:20][CH2:25][CH2:24]2)[n:3][c:4]([NH:12][c:13]2[cH:14][cH:15][c:16]([F:19])[cH:17][cH:18]2)[c:5]([C:6](=[O:7])[NH2:8])[cH:9][c:10]1[F:11]. Reactants: BrC1=CC(=C(C=C1)S(=O)(=O)N)Cl (4-bromo-2-chloro-benzenesulfonamide), C1(CCCCC1)/C=C(/CO)\B1OC(C(O1)(C)C)(C)C ((E)-3-cyclohexyl-2-(4,4,5,5-tetramethyl-[1,3,2]dioxaborolan-2-yl)-prop-2-en-1-ol), C([O-])([O-])=O.[Na+].[Na+] (sodium carbonat). Reagents/catalysts: C1=CC=C(C=C1)P([C-]2C=CC=C2)C3=CC=CC=C3.C1=CC=C(C=C1)P([C-]2C=CC=C2)C3=CC=CC=C3.Cl[Pd]Cl.[Fe+2] (dichloro[1,1′-bis(diphenylphosphino)ferrocene]palladium). Run in CN(C)C=O (DMF). The product is ClC1=C(C=CC(=C1)/C(=C\C1CCCCC1)/CO)S(=O)(=O)N ((E)-2-Chloro-4-(2-cyclohexyl-1-hydroxymethyl-vinyl)-benzenesulfonamide). Yield: 109.8%. As a reaction SMILES: Br[C:2]1[CH:7]=[CH:6][C:5]([S:8]([NH2:11])(=[O:10])=[O:9])=[C:4]([Cl:12])[CH:3]=1.[CH:13]1(/[CH:19]=[C:20](\B2OC(C)(C)C(C)(C)O2)/[CH2:21][OH:22])[CH2:18][CH2:17][CH2:16][CH2:15][CH2:14]1.C(=O)([O-])[O-].[Na+].[Na+]>CN(C=O)C.C1C=CC(P(C2C=CC=CC=2)[C-]2C=CC=C2)=CC=1.C1C=CC(P(C2C=CC=CC=2)[C-]2C=CC=C2)=CC=1.Cl[Pd]Cl.[Fe+2]>[Cl:12][C:4]1[CH:3]=[C:2](/[C:20](/[CH2:21][OH:22])=[CH:19]\[CH:13]2[CH2:18][CH2:17][CH2:16][CH2:15][CH2:14]2)[CH:7]=[CH:6][C:5]=1[S:8]([NH2:11])(=[O:10])=[O:9] |f:2.3.4,6.7.8.9|. Procedure details: According to example 26b, reaction of 4-bromo-2-chloro-benzenesulfonamide (1.0 g, 3.7 mmol), dichloro[1,1′-bis(diphenylphosphino)ferrocene]palladium (II) dichloromethane adduct (271 mg, 0.37 mmol), (E)-3-cyclohexyl-2-(4,4,5,5-tetramethyl-[1,3,2]dioxaborolan-2-yl)-prop-2-en-1-ol (1.5 g, 5.5 mmol) and aqueous sodium carbonat solution (2 M, 3.60 mL, 7.40 mmol) in 15 mL DMF at 80° C. and purification via column chromatography on silica gel, eluting with a gradient from 70:30 to 50:50 hexane:ethyl ac...